Dataset: the Open Reaction Database (ORD), a public repository of structured organic reaction records. Task: describe an organic reaction: reactants, conditions, products, and yield Reactants: ClC1=NC=CC(=C1)C1=NC(=CC(=C1)C1=CC=C(C=C1)C(F)(F)F)C (2′-chloro-6-methyl-4-(4-trifluoromethylphenyl)-[2,4′]bipyridinyl), NC1=NC=C(C=C1)B1OC(C(O1)(C)C)(C)C (2-amino-5-(4,4,5,5-tetramethyl-1,3,2-dioxaborolan-2-yl)pyridine). Product: CC1=CC(=CC(=N1)C1=CC(=NC=C1)C=1C=NC(=CC1)N)C1=CC=C(C=C1)C(F)(F)F (6-Methyl-4-(4-trifluoromethyl-phenyl)-[2,4′;2′,3″]terpyridin-6″-ylamine), solid. Isolated yield 40.0%. Reaction SMILES: Cl[C:2]1[CH:7]=[C:6]([C:8]2[CH:13]=[C:12]([C:14]3[CH:19]=[CH:18][C:17]([C:20]([F:23])([F:22])[F:21])=[CH:16][CH:15]=3)[CH:11]=[C:10]([CH3:24])[N:9]=2)[CH:5]=[CH:4][N:3]=1.[NH2:25][C:26]1[CH:31]=[CH:30][C:29](B2OC(C)(C)C(C)(C)O2)=[CH:28][N:27]=1>>[CH3:24][C:10]1[N:9]=[C:8]([C:6]2[CH:5]=[CH:4][N:3]=[C:2]([C:29]3[CH:28]=[N:27][C:26]([NH2:25])=[CH:31][CH:30]=3)[CH:7]=2)[CH:13]=[C:12]([C:14]2[CH:19]=[CH:18][C:17]([C:20]([F:23])([F:22])[F:21])=[CH:16][CH:15]=2)[CH:11]=1. Procedure details: The title compound was prepared from 2′-chloro-6-methyl-4-(4-trifluoromethylphenyl)-[2,4′]bipyridinyl (example E.28) (0.300 g, 0.86 mmol) and commercially available 2-amino-5-(4,4,5,5-tetramethyl-1,3,2-dioxaborolan-2-yl)pyridine (0.246 g, 1.26 mmol) according to the general procedure VI. Obtained as a white solid (0.140 g, 40%). MS (ISP) 407.2 [(M+H)+]; mp 172-190° C. Reactants: C(=O)C1=CC=C2C(C(=CNC2=N1)C(=O)O)=O (7-formyl-3-carboxy-4-oxo-1, 4-dihydro-1,8-naphthyridine), C(C)(=O)NN (acethydrazide). Solvent: C(C)O (ethanol). Yields the product C(C)N1C=C(C(C2=CC=C(N=C12)C=O)=O)C(=O)O (1-ethyl-3-carboxy-4-oxo-1, 4 dihydro-1,8 naphthyridine-7 carboxaldehyde). Isolated yield 118.0%. RXN SMILES: [CH:1]([C:3]1[N:12]=[C:11]2[C:6]([C:7](=[O:16])[C:8]([C:13]([OH:15])=[O:14])=[CH:9][NH:10]2)=[CH:5][CH:4]=1)=[O:2].[C:17](NN)(=O)[CH3:18]>C(O)C>[CH2:17]([N:10]1[C:11]2[C:6](=[CH:5][CH:4]=[C:3]([CH:1]=[O:2])[N:12]=2)[C:7](=[O:16])[C:8]([C:13]([OH:15])=[O:14])=[CH:9]1)[CH3:18]. Procedure: A mixture containing 2 g of 7-formyl-3-carboxy-4-oxo-1, 4-dihydro-1,8-naphthyridine and 0.51 g of acethydrazide and 20 ml of ethanol are stirred and refluxed for 11/2 hours. The mixture was cooled and the solids were filtered and washed with a little ethanol and dried at room temperature. Several washings with hot cellosolve and dimethyl formamide yielded 2 g of 1-ethyl-3-carboxy-4-oxo-1, 4 dihydro-1,8 naphthyridine-7 carboxaldehyde acethydrazone m.p. 300°.